From a dataset of the Open Reaction Database (ORD), a public repository of structured organic reaction records. describe an organic reaction: reactants, conditions, products, and yield The reactants are C=CCC1(N(Cc2cccc3c2ccn3S(=O)(=O)c2ccc(C)cc2)C(=O)C=C)CCN(C(=O)OC(C)(C)C)CC1, ClCCl. Product: Cc1ccc(S(=O)(=O)n2ccc3c(CN4C(=O)C=CCC45CCN(C(=O)OC(C)(C)C)CC5)cccc32)cc1. RXN SMILES: [CH2:1]([CH:2]=[CH2:3])[C:4]1([N:17]([C:18]([CH:19]=[CH2:20])=[O:21])[CH2:22][c:23]2[c:24]3[cH:25][cH:26][n:27]([S:32](=[O:33])(=[O:34])[c:35]4[cH:36][cH:37][c:38]([CH3:39])[cH:40][cH:41]4)[c:28]3[cH:29][cH:30][cH:31]2)[CH2:5][CH2:6][N:7]([C:10](=[O:11])[O:12][C:13]([CH3:14])([CH3:15])[CH3:16])[CH2:8][CH2:9]1.[Cl:42][CH2:43][Cl:44]>>[CH2:1]1[CH:2]=[CH:3][C:18](=[O:21])[N:17]([CH2:22][c:23]2[c:24]3[cH:25][cH:26][n:27]([S:32](=[O:33])(=[O:34])[c:35]4[cH:36][cH:37][c:38]([CH3:39])[cH:40][cH:41]4)[c:28]3[cH:29][cH:30][cH:31]2)[C:4]12[CH2:5][CH2:6][N:7]([C:10](=[O:11])[O:12][C:13]([CH3:14])([CH3:15])[CH3:16])[CH2:8][CH2:9]2. The reactants are C1(CC1)CN1CCN(CC1)C1=C(C=CC=C1)C1CC(CC(C1)(C)C)(C)C (1-cyclopropylmethyl-4-[2-(3,3,5,5-tetramethylcyclohexyl)phenyl]piperazine), C1(=CC=CC=C1)S(=O)(=O)O (benzenesulfonic acid). Run in CO (methyl alcohol). Yields the product C1(=CC=CC=C1)S(=O)(=O)O.C1(CC1)CN1CCN(CC1)C1=C(C=CC=C1)C1CC(CC(C1)(C)C)(C)C (1-Cyclopropylmethyl-4-[2-(3,3,5,5-tetramethylcyclohexyl)phenyl]piperazine benzenesulfonate). The yield is 98.0%. As a reaction SMILES: [CH:1]1([CH2:4][N:5]2[CH2:10][CH2:9][N:8]([C:11]3[CH:16]=[CH:15][CH:14]=[CH:13][C:12]=3[CH:17]3[CH2:22][C:21]([CH3:24])([CH3:23])[CH2:20][C:19]([CH3:26])([CH3:25])[CH2:18]3)[CH2:7][CH2:6]2)[CH2:3][CH2:2]1.[C:27]1([S:33]([OH:36])(=[O:35])=[O:34])[CH:32]=[CH:31][CH:30]=[CH:29][CH:28]=1>CO>[C:27]1([S:33]([OH:36])(=[O:35])=[O:34])[CH:32]=[CH:31][CH:30]=[CH:29][CH:28]=1.[CH:1]1([CH2:4][N:5]2[CH2:6][CH2:7][N:8]([C:11]3[CH:16]=[CH:15][CH:14]=[CH:13][C:12]=3[CH:17]3[CH2:18][C:19]([CH3:26])([CH3:25])[CH2:20][C:21]([CH3:24])([CH3:23])[CH2:22]3)[CH2:9][CH2:10]2)[CH2:3][CH2:2]1 |f:3.4|. Procedure: To 1-cyclopropylmethyl-4-[2-(3,3,5,5-tetramethylcyclohexyl)phenyl]piperazine (300 mg, 0.846 mmol) were added methyl alcohol (2.5 mL) and benzenesulfonic acid (136 mg, 0.863 mmol) to form a thoroughly dissolved state, followed by concentration under reduced pressure. To the obtained residual oil was added ethyl acetate to dissolve, and the mixture was allowed to stand. The suspension containing precipitated crystals was concentrated to dryness under reduced pressure. Diethyl ether was added there... The reactants are Cc1ccccc1, COC(=O)NCCCC#N, Cl. Product: COC(=O)N1CCCC1=N, Cl. As a reaction SMILES: [CH3:12][c:13]1[cH:14][cH:15][cH:16][cH:17][cH:18]1.[CH3:2][O:3][C:4]([NH:5][CH2:6][CH2:7][CH2:8][C:9]#[N:10])=[O:11].[ClH:1]>>[CH3:2][O:3][C:4]([N:5]1[CH2:6][CH2:7][CH2:8][C:9]1=[NH:10])=[O:11].[ClH:1]. Starting materials: C(C)OC(C(CC1=CC=CC=C1)C#N)=O (2-cyano-3-phenylpropionic acid ethyl ester), [OH-].[Na+] (sodium hydroxide). Solvent: C(C)O (ethanol). Reaction conditions: time 16 hour. Yields the product C(#N)C(C(=O)O)CC1=CC=CC=C1 (2-cyano-3-phenylpropionic acid). The yield is 92.6%. Reaction SMILES: C([O:3][C:4](=[O:15])[CH:5]([C:13]#[N:14])[CH2:6][C:7]1[CH:12]=[CH:11][CH:10]=[CH:9][CH:8]=1)C.[OH-].[Na+]>C(O)C>[C:13]([CH:5]([CH2:6][C:7]1[CH:12]=[CH:11][CH:10]=[CH:9][CH:8]=1)[C:4]([OH:15])=[O:3])#[N:14] |f:1.2|. Reported procedure: To a solution of 406 mg of 2-cyano-3-phenylpropionic acid ethyl ester in 10 ml of ethanol were added 1.1 ml of a 2N-aqueous sodium hydroxide solution, and then the mixture was stirred for 16 hours at room temperature. The reaction mixture was concentrated under reduced pressure, and the residue was dissolved in water and washed with diethyl ether. The aqueous solution was adjusted to a pH of 2 by adding a 2N-hydrochloric acid and extracted with diethyl ether. The ethereal layer was washed with w... The reactants are FC(C(C(=O)O)=C)(F)F (α-trifluoromethylacrylic acid), NC(=O)N (urea), C(C)(=O)OC(C)=O (acetic anhydride). Reaction conditions: temperature 100 celsius, time 1 hour. The product is FC(C1C(NC(NC1)=O)=O)(F)F (5-trifluoromethyl-5,6-dihydrouracil). Isolated yield 49.4%. Reaction SMILES: [F:1][C:2]([F:9])([F:8])[C:3](=[CH2:7])[C:4](O)=[O:5].[NH2:10][C:11]([NH2:13])=[O:12].C(OC(=O)C)(=O)C>>[F:1][C:2]([F:9])([F:8])[CH:3]1[CH2:7][NH:13][C:11](=[O:12])[NH:10][C:4]1=[O:5]. Reported procedure: A mixture of α-trifluoromethylacrylic acid (700 mg; 5 mmoles), urea (300 mg; 5 mmoles) and acetic anhydride (2 ml) was heated at 100° C. with stirring for 1 hour. After cooling to 0° C., the precipitated solid was filtered off to give 450 mg (yield: 40%) of 5-trifluoromethyl-5,6-dihydrouracil. The solvent was evaporated under reduced pressure from the filtrate, and the residue was recrystallized from ethanol to give additional 160 mg (yield: 27%) of 5-trifluoromethyl-5,6-dihydrouracil. The total... Starting materials: C(C)(C)(C)OC(NC1=C(C=C(C=C1)I)N)=O ((2-amino-4-iodo-phenyl)-carbamic acid tert.-butyl ester), CC1(OC(=CC(O1)=O)C=1SC=CC1)C (2,2-dimethyl-6-thiophen-2-yl-[1,3]dioxin-4-one), C(=O)(C(F)(F)F)O (TFA). Run in C(Cl)Cl (CH2Cl2). Yields the product IC=1C=CC2=C(NC(CC(=N2)C=2SC=CC2)=O)C1 (8-Iodo-4-thiophen-2-yl-1,3-dihydro-benzo[b][1,4]diazepin-2-one). As a reaction SMILES: C(OC(=O)[NH:7][C:8]1[CH:13]=[CH:12][C:11]([I:14])=[CH:10][C:9]=1[NH2:15])(C)(C)C.CC1(C)O[C:22](=[O:24])[CH:21]=[C:20]([C:25]2[S:26][CH:27]=[CH:28][CH:29]=2)O1.C(O)(C(F)(F)F)=O>C(Cl)Cl>[I:14][C:11]1[CH:12]=[CH:13][C:8]2[N:7]=[C:20]([C:25]3[S:26][CH:27]=[CH:28][CH:29]=3)[CH2:21][C:22](=[O:24])[NH:15][C:9]=2[CH:10]=1. Reported procedure: Prepared from (2-amino-4-iodo-phenyl)-carbamic acid tert.-butyl ester (Example G1) and 2,2-dimethyl-6-thiophen-2-yl-[1,3]dioxin-4-one (Example J1) according to the general procedure K. The obtained material was deprotected and cyclized by treatment with TFA in CH2Cl2 according to the general procedure M. Obtained as a yellow solid (30 mg). Reactants: NCC[C@@H](C)N1CCC(CC1)NC1=CC=C(C=C1)O[Si](C)(C)C(C)(C)C ([1-((R)-3-amino-1-methyl-propyl)-piperidin-4-yl]-[4-(tert-butyl-dimethyl-silanyloxy)-phenyl]-amine), CC1=NC=NC(=C1C(=O)O)C (4,6-dimethyl-pyrimidine-5-carboxylic acid). Product: C(C)(C)(C)[Si](OC1=CC=C(C=C1)NC1CCN(CC1)[C@@H](CCNC(=O)C=1C(=NC=NC1C)C)C)(C)C (4,6-dimethyl-pyrimidine-5-carboxylic acid ((R)-3-{4-[4-(tert-butyl-dimethyl-silanyloxy)-phenylamino]-piperidin-1-yl}-butyl)-amide), solid. Isolated yield 62.0%. RXN SMILES: [NH2:1][CH2:2][CH2:3][C@H:4]([N:6]1[CH2:11][CH2:10][CH:9]([NH:12][C:13]2[CH:18]=[CH:17][C:16]([O:19][Si:20]([C:23]([CH3:26])([CH3:25])[CH3:24])([CH3:22])[CH3:21])=[CH:15][CH:14]=2)[CH2:8][CH2:7]1)[CH3:5].[CH3:27][C:28]1[C:33]([C:34](O)=[O:35])=[C:32]([CH3:37])[N:31]=[CH:30][N:29]=1>>[C:23]([Si:20]([CH3:21])([CH3:22])[O:19][C:16]1[CH:15]=[CH:14][C:13]([NH:12][CH:9]2[CH2:10][CH2:11][N:6]([C@H:4]([CH3:5])[CH2:3][CH2:2][NH:1][C:34]([C:33]3[C:28]([CH3:27])=[N:29][CH:30]=[N:31][C:32]=3[CH3:37])=[O:35])[CH2:7][CH2:8]2)=[CH:18][CH:17]=1)([CH3:25])([CH3:24])[CH3:26]. Procedure: Using general procedure E, [1-((R)-3-amino-1-methyl-propyl)-piperidin-4-yl]-[4-(tert-butyl-dimethyl-silanyloxy)-phenyl]-amine (see EXAMPLE 233) (940 mg, 2.5 mmol) and 4,6-dimethyl-pyrimidine-5-carboxylic acid (490 mg, 3.2 mmol) afforded 4,6-dimethyl-pyrimidine-5-carboxylic acid ((R)-3-{4-[4-(tert-butyl-dimethyl-silanyloxy)-phenylamino]-piperidin-1-yl}-butyl)-amide as a peach solid (790 mg, 62%). The reactants are N(=NC(=O)OCC)C(=O)OCC (diethyl azodicarboxylate), O[C@@H](C)[C@@H]1CC(N(C1)[C@H](C)C1=CC=C(C=C1)OC)=O ((R)-4-((S)-1-hydroxyethyl)-1-((R)-1-(4-methoxyphenyl)ethyl)pyrrolidin-2-one), C1=CC=C(C=C1)P(C2=CC=CC=C2)C3=CC=CC=C3 (PPh3), ClC=1N=C(C=2N(C1)N=CC2C#N)O (6-chloro-4-hydroxypyrazolo[1,5-a]pyrazine-3-carbonitrile). Solvent: C1CCOC1 (THF). Run at temperature 45 celsius, time 45 minute. Product: ClC=1N=C(C=2N(C1)N=CC2C#N)O[C@H](C)[C@H]2CN(C(C2)=O)[C@H](C)C2=CC=C(C=C2)OC (6-chloro-4-((R)-1-((R)-1-((R)-1-(4-methoxyphenyl)ethyl)-5-oxopyrrolidin-3-yl)ethoxy)pyrazolo[1,5-a]pyrazine-3-carbonitrile). Reaction SMILES: [Cl:1][C:2]1[N:3]=[C:4]([OH:13])[C:5]2[N:6]([N:8]=[CH:9][C:10]=2[C:11]#[N:12])[CH:7]=1.O[C@H:15]([C@H:17]1[CH2:21][N:20]([C@@H:22]([C:24]2[CH:29]=[CH:28][C:27]([O:30][CH3:31])=[CH:26][CH:25]=2)[CH3:23])[C:19](=[O:32])[CH2:18]1)[CH3:16].C1C=CC(P(C2C=CC=CC=2)C2C=CC=CC=2)=CC=1.N(C(OCC)=O)=NC(OCC)=O>C1COCC1>[Cl:1][C:2]1[N:3]=[C:4]([O:13][C@@H:15]([C@@H:17]2[CH2:18][C:19](=[O:32])[N:20]([C@@H:22]([C:24]3[CH:25]=[CH:26][C:27]([O:30][CH3:31])=[CH:28][CH:29]=3)[CH3:23])[CH2:21]2)[CH3:16])[C:5]2[N:6]([N:8]=[CH:9][C:10]=2[C:11]#[N:12])[CH:7]=1. Procedure: 6-chloro-4-hydroxypyrazolo[1,5-a]pyrazine-3-carbonitrile (122 mg, 0.627 mmol) was dissolved in THF (1 mL). (R)-4-((8)-1-hydroxyethyl)-1-4R)-1-(4-methoxyphenyl)ethyl)pyrrolidin-2-one 1.05 (255 mg, 0.97 mmol) and PPh3 (255 mg, 0.97 mmol) were added followed by diethyl azodicarboxylate (0.16 mL, 1.0 mmol). The resulting mixture was heated to 45° C. and was stirred for 45 min. The mixture was then cooled to r.t., let stand overnight, and concentrated onto 2 g silica gel. Purification by silica gel c... The reactants are O (water), CC1=C(C(=O)OC)C=CC=C1[N+](=O)[O-] (methyl 2-methyl-3-nitrobenzoate), CO (methanol), [BH4-].[Na+] (sodium borohydride). Run in C(C)(C)(C)O (tert-butanol). Conditions: time 1 hour. Product: CC1=C(CO)C=CC=C1[N+](=O)[O-] (2-methyl-3-nitrobenzyl alcohol). The yield is 91.8%. RXN SMILES: [CH3:1][C:2]1[C:11]([N+:12]([O-:14])=[O:13])=[CH:10][CH:9]=[CH:8][C:3]=1[C:4](OC)=[O:5].[BH4-].[Na+].CO.O>C(O)(C)(C)C>[CH3:1][C:2]1[C:11]([N+:12]([O-:14])=[O:13])=[CH:10][CH:9]=[CH:8][C:3]=1[CH2:4][OH:5] |f:1.2|. Reported procedure: 39.0 g (0.2 mol) of methyl 2-methyl-3-nitrobenzoate was dissolved in 600 ml of tert-butanol, and 19.0 g of sodium borohydride was added thereto. Under refluxing, 150 ml of methanol was dropwise added thereto over a period of 1 hour. The refluxing was continued further for 1 hour to complete the reaction. The reaction mixture was left to cool, and then water was added thereto. The solvent was distilled off under reduced pressure. To the residue, water and chloroform were added, and the organic la...